Dataset: the Open Reaction Database (ORD), a public repository of structured organic reaction records. Task: describe an organic reaction: reactants, conditions, products, and yield Starting materials: N1=CC=C(C=C1)B(O)O (4-pyridylboronic acid), BrC=1C=NC(=NC1)N(C)[C@@H]1CC[C@H](CC1)C#CCN(C)C (trans-(5-Bromo-pyrimidin-2-yl)-[4-(3-dimethylamino-prop-1-ynyl)-cyclohexyl]-methyl-amine), aqueous solution, C(=O)([O-])[O-].[Na+].[Na+] (Na2CO3). Reagents/catalysts: C1=CC=C(C=C1)P([C-]2C=CC=C2)C3=CC=CC=C3.C1=CC=C(C=C1)P([C-]2C=CC=C2)C3=CC=CC=C3.Cl[Pd]Cl.[Fe+2] (PdCl2(dppf)). The solvent is O1CCOCC1 (dioxane). Run at temperature 85 celsius, time 17 hour. Product: CN(CC#C[C@@H]1CC[C@H](CC1)N(C1=NC=C(C=N1)C1=CC=NC=C1)C)C (trans-[4-(3-Dimethylamino-prop-1-ynyl)-cyclohexyl]-methyl-(5-pyridin-4-yl-pyrimidin-2-yl)-amine). As a reaction SMILES: [N:1]1[CH:6]=[CH:5][C:4](B(O)O)=[CH:3][CH:2]=1.Br[C:11]1[CH:12]=[N:13][C:14]([N:17]([C@H:19]2[CH2:24][CH2:23][C@H:22]([C:25]#[C:26][CH2:27][N:28]([CH3:30])[CH3:29])[CH2:21][CH2:20]2)[CH3:18])=[N:15][CH:16]=1.C([O-])([O-])=O.[Na+].[Na+]>O1CCOCC1.C1C=CC(P(C2C=CC=CC=2)[C-]2C=CC=C2)=CC=1.C1C=CC(P(C2C=CC=CC=2)[C-]2C=CC=C2)=CC=1.Cl[Pd]Cl.[Fe+2]>[CH3:30][N:28]([CH3:29])[CH2:27][C:26]#[C:25][C@H:22]1[CH2:21][CH2:20][C@H:19]([N:17]([CH3:18])[C:14]2[N:13]=[CH:12][C:11]([C:4]3[CH:5]=[CH:6][N:1]=[CH:2][CH:3]=3)=[CH:16][N:15]=2)[CH2:24][CH2:23]1 |f:2.3.4,6.7.8.9|. Procedure details: In this reaction, the solvents were degased with argon for 10 minutes. A suspension of 7.3 mg PdCl2(dppf), of 29.4 mg (0.24 mmol) of 4-pyridylboronic acid an of 70 mg (0.2 mmol) of trans-(5-Bromo-pyrimidin-2-yl)-[4-(3-dimethylamino-prop-1-ynyl)-cyclohexyl]-methyl-amine in 3.5 ml dioxane were treated with 1 ml of an aqueous solution of 2M Na2CO3. After 17 h at 85° C., 7 mg of PdCl2(dppf) were added and the reaction was heated further at 85° C. for 24 h. The mixture was partitioned between aqueous... Reaction SMILES: [CH3:1][O:2][c:3]1[cH:4][c:5]([C:6](=[O:7])[CH2:8][P:9](=[O:10])([O:11][CH3:12])[O:13][CH3:14])[cH:15][cH:16][c:17]1[O:18][CH2:19][C:20](=[O:21])[NH:22][c:23]1[s:24][c:25]2[c:26]([n:27]1)[cH:28][cH:29][cH:30][cH:31]2.[CH3:42][C:43](=[O:44])[OH:45].[Na+:41].[O:46]1[CH2:47][CH2:48][CH2:49][CH2:50]1.[OH-:40].[n:32]1[cH:33][cH:34][c:35]([CH:38]=[O:39])[cH:36][cH:37]1>>[CH3:1][O:2][c:3]1[cH:4][c:5]([C:6](=[O:7])[CH:8]=[CH:38][c:35]2[cH:34][cH:33][n:32][cH:37][cH:36]2)[cH:15][cH:16][c:17]1[O:18][CH2:19][C:20](=[O:21])[NH:22][c:23]1[s:24][c:25]2[c:26]([n:27]1)[cH:28][cH:29][cH:30][cH:31]2. Yields the product COc1cc(C(=O)C=Cc2ccncc2)ccc1OCC(=O)Nc1nc2ccccc2s1. The reactants are COc1cc(C(=O)CP(=O)(OC)OC)ccc1OCC(=O)Nc1nc2ccccc2s1, CC(=O)O, [Na+], C1CCOC1, [OH-], O=Cc1ccncc1. Starting materials: C(C1=CC=CC=C1)NCCC1=CC=C(OC2=CC=C(C#N)C=C2)C=C1 (4-[4-(2-Benzylamino-ethyl)-phenoxy]-benzonitrile), C([O-])(O)=O.[Na+] (sodium bicarbonate), C[Li] (Methyl Lithium), S(O)(O)(=O)=O (Sulfuric Acid). The solvent is O1CCCC1 (tetrahydrofuran), C(C)OCC (diethyl ether). Conditions: temperature 0 celsius, time 60 minute. Product: C(C1=CC=CC=C1)NCCC1=CC=C(OC2=CC=C(C=C2)C(C)=O)C=C1 (1-{4-[4-(2-Benzylamino-ethyl)-phenoxy]-phenyl}-ethanone). RXN SMILES: [CH3:1][Li].[CH2:3]([NH:10][CH2:11][CH2:12][C:13]1[CH:27]=[CH:26][C:16]([O:17][C:18]2[CH:25]=[CH:24][C:21](C#N)=[CH:20][CH:19]=2)=[CH:15][CH:14]=1)[C:4]1[CH:9]=[CH:8][CH:7]=[CH:6][CH:5]=1.S(=O)(=O)(O)O.[C:33](=[O:36])(O)[O-].[Na+]>C(OCC)C.O1CCCC1>[CH2:3]([NH:10][CH2:11][CH2:12][C:13]1[CH:14]=[CH:15][C:16]([O:17][C:18]2[CH:25]=[CH:24][C:21]([C:33](=[O:36])[CH3:1])=[CH:20][CH:19]=2)=[CH:26][CH:27]=1)[C:4]1[CH:5]=[CH:6][CH:7]=[CH:8][CH:9]=1 |f:3.4|. Procedure details: 1.4M Methyl Lithium in diethyl ether was added to a dry flask then cooled to 0° C. A solution of 4-[4-(2-Benzylamino-ethyl)-phenoxy]-benzonitrile (2.5 g, 7.6 mmol) (see example 4) in dry tetrahydrofuran (25 mL) was added dropwise to the reaction then stirred at 0° C. for 60 minutes. 3M Sulfuric Acid (12.7 mL, 38 mmol) was added dropwise then the reaction was heated at 50° C. for 3 hours. The reaction was cooled to room temperature then poured into saturated aqueous sodium bicarbonate solution th...